This data is from the Open Reaction Database (ORD), a public repository of structured organic reaction records. The task is: describe an organic reaction: reactants, conditions, products, and yield Reactants: C(C)(C)N=C=O (isopropyl isocyanate), BrC1=NC(=CC(=C1)N(CC1=CC=CC=C1)C)OC1=CC(=CC=C1)C(F)(F)F (2-bromo-4-{methyl(phenylmethyl)amino}-6-{3-(trifluoromethyl)phenoxy} pyridine), CCCCCC (hexane), [Li]CCCC (BuLi). Procedure details: 2.22 g (0.0051 mol) of 2-bromo-4-{methyl(phenylmethyl)amino}-6-{3-(trifluoromethyl)phenoxy} pyridine was suspended in about 30 ml of diethyl ether. While cooling the obtained suspension in a dry ice-acetone bath in an argon atmosphere, 3.4 ml of a 1.65M-hexane solution of BuLi (0.0051×1.1 mol) was added thereto, followed by stirring the suspension for about 10 minutes. After 0.86 g (0.0051×2.0 mol) of isopropyl isocyanate dissolved in about 10 ml of diethyl ether was added to the reaction soluti... Solvent: C(C)OCC (diethyl ether), C(C)OCC (diethyl ether). Conditions: time 10 minute. Product: C(C)(C)NC(=O)C1=NC(=CC(=C1)N(CC1=CC=CC=C1)C)OC1=CC(=CC=C1)C(F)(F)F (N-(i-propyl)-4-{methyl(phenylmethyl)amino}-6-{3-(trifluoromethyl)phenoxy}-2-pyridine carboxamide). RXN SMILES: Br[C:2]1[CH:7]=[C:6]([N:8]([CH3:16])[CH2:9][C:10]2[CH:15]=[CH:14][CH:13]=[CH:12][CH:11]=2)[CH:5]=[C:4]([O:17][C:18]2[CH:23]=[CH:22][CH:21]=[C:20]([C:24]([F:27])([F:26])[F:25])[CH:19]=2)[N:3]=1.CCCCCC.[Li]CCCC.[CH:39]([N:42]=[C:43]=[O:44])([CH3:41])[CH3:40]>C(OCC)C>[CH:39]([NH:42][C:43]([C:2]1[CH:7]=[C:6]([N:8]([CH3:16])[CH2:9][C:10]2[CH:15]=[CH:14][CH:13]=[CH:12][CH:11]=2)[CH:5]=[C:4]([O:17][C:18]2[CH:23]=[CH:22][CH:21]=[C:20]([C:24]([F:27])([F:26])[F:25])[CH:19]=2)[N:3]=1)=[O:44])([CH3:41])[CH3:40]. The reactants are CC(C)(C)NC(=O)C1c2[nH]c3ccccc3c2CCN1CC(O)C(Cc1ccccc1)NC(=O)OCc1ccccc1, CCO. As a reaction SMILES: [CH2:1]([O:2][C:3](=[O:4])[NH:11][CH:12]([CH:13]([CH2:14][N:15]1[CH:16]([C:28](=[O:29])[NH:30][C:31]([CH3:32])([CH3:33])[CH3:34])[c:17]2[nH:18][c:19]3[cH:20][cH:21][cH:22][cH:23][c:24]3[c:25]2[CH2:26][CH2:27]1)[OH:35])[CH2:36][c:37]1[cH:38][cH:39][cH:40][cH:41][cH:42]1)[c:5]1[cH:6][cH:7][cH:8][cH:9][cH:10]1.[CH3:43][CH2:44][OH:45]>>[NH2:11][CH:12]([CH:13]([CH2:14][N:15]1[CH:16]([C:28](=[O:29])[NH:30][C:31]([CH3:32])([CH3:33])[CH3:34])[c:17]2[nH:18][c:19]3[cH:20][cH:21][cH:22][cH:23][c:24]3[c:25]2[CH2:26][CH2:27]1)[OH:35])[CH2:36][c:37]1[cH:38][cH:39][cH:40][cH:41][cH:42]1. Yields the product CC(C)(C)NC(=O)C1c2[nH]c3ccccc3c2CCN1CC(O)C(N)Cc1ccccc1. Starting materials: COC(=O)C(N)Cc1c[nH]c2ccccc12, O=Cc1ccc2c(c1)OCO2. The product is COC(=O)C1Cc2c([nH]c3ccccc23)C(c2ccc3c(c2)OCO3)N1. RXN SMILES: [CH3:1][O:2][C:3]([CH:4]([NH2:5])[CH2:6][c:7]1[cH:8][nH:9][c:10]2[cH:11][cH:12][cH:13][cH:14][c:15]12)=[O:16].[CH:17](=[O:18])[c:19]1[cH:20][cH:21][c:22]2[c:26]([cH:27]1)[O:25][CH2:24][O:23]2>>[CH3:1][O:2][C:3]([CH:4]1[NH:5][CH:17]([c:19]2[cH:20][cH:21][c:22]3[c:26]([cH:27]2)[O:25][CH2:24][O:23]3)[c:8]2[c:7]([c:15]3[c:10]([nH:9]2)[cH:11][cH:12][cH:13][cH:14]3)[CH2:6]1)=[O:16]. Reported procedure: To a solution of ethyl 3-cyclopropyl-3-(3-(((2′-fluoro-5′-methoxy-2-neopentyl-[1,1′-biphenyl]-4-yl)amino)methyl)phenyl)propanoate (92 mg) in DMF (0.89 mL) were added 2,2,2-trifluoroethyl trifluoromethanesulfonate (77 μL) and potassium carbonate (74 mg) at 0° C., and the mixture was stirred at 80° C. for 15 hr. The reaction mixture was cooled to 0° C., potassium carbonate (246 mg) was added, and the mixture was stirred at 80° C. for 2 days. The reaction mixture was cooled to 0° C., 2,2,2-trifluor... Conditions: temperature 80 celsius, time 15 hour. Run in CN(C)C=O (DMF). Yields the product C1(CC1)C(CC(=O)OCC)C1=CC(=CC=C1)CN(CC(F)(F)F)C1=CC(=C(C=C1)C1=C(C=CC(=C1)OC)F)CC(C)(C)C (ethyl 3-cyclopropyl-3-(3-(((2′-fluoro-5′-methoxy-2-neopentyl-[1,1′-biphenyl]-4-yl)(2,2,2-trifluoroethyl)amino)methyl)phenyl)propanoate). Reactants: C1(CC1)C(CC(=O)OCC)C1=CC(=CC=C1)CNC1=CC(=C(C=C1)C1=C(C=CC(=C1)OC)F)CC(C)(C)C (ethyl 3-cyclopropyl-3-(3-(((2′-fluoro-5′-methoxy-2-neopentyl-[1,1′-biphenyl]-4-yl)amino)methyl)phenyl)propanoate), FC(S(=O)(=O)OCC(F)(F)F)(F)F (2,2,2-trifluoroethyl trifluoromethanesulfonate), C([O-])([O-])=O.[K+].[K+] (potassium carbonate), C([O-])([O-])=O.[K+].[K+] (potassium carbonate), FC(S(=O)(=O)OCC(F)(F)F)(F)F (2,2,2-trifluoroethyl trifluoromethanesulfonate), O (water). Reaction SMILES: [CH:1]1([CH:4]([C:11]2[CH:16]=[CH:15][CH:14]=[C:13]([CH2:17][NH:18][C:19]3[CH:24]=[CH:23][C:22]([C:25]4[CH:30]=[C:29]([O:31][CH3:32])[CH:28]=[CH:27][C:26]=4[F:33])=[C:21]([CH2:34][C:35]([CH3:38])([CH3:37])[CH3:36])[CH:20]=3)[CH:12]=2)[CH2:5][C:6]([O:8][CH2:9][CH3:10])=[O:7])[CH2:3][CH2:2]1.FC(F)(F)S(O[CH2:45][C:46]([F:49])([F:48])[F:47])(=O)=O.C(=O)([O-])[O-].[K+].[K+].O>CN(C=O)C>[CH:1]1([CH:4]([C:11]2[CH:16]=[CH:15][CH:14]=[C:13]([CH2:17][N:18]([C:19]3[CH:24]=[CH:23][C:22]([C:25]4[CH:30]=[C:29]([O:31][CH3:32])[CH:28]=[CH:27][C:26]=4[F:33])=[C:21]([CH2:34][C:35]([CH3:37])([CH3:36])[CH3:38])[CH:20]=3)[CH2:45][C:46]([F:49])([F:48])[F:47])[CH:12]=2)[CH2:5][C:6]([O:8][CH2:9][CH3:10])=[O:7])[CH2:3][CH2:2]1 |f:2.3.4|. Starting materials: FC1=NC=CC(=C1)I (2-fluoro-4-iodopyridine), C1(=CC=CC=C1)[C@H](C)N ((1S)-1-phenylethylamine), CS(=O)C (dimethylsulfoxide). Run in C(C)(=O)OCC (ethyl acetate). The product is IC1=CC(=NC=C1)N[C@@H](C)C1=CC=CC=C1 (4-iodo-N-[(1S)-1-phenylethyl]-2-pyridinamine). As a reaction SMILES: F[C:2]1[CH:7]=[C:6]([I:8])[CH:5]=[CH:4][N:3]=1.[C:9]1([C@@H:15]([NH2:17])[CH3:16])[CH:14]=[CH:13][CH:12]=[CH:11][CH:10]=1.CS(C)=O>C(OCC)(=O)C>[I:8][C:6]1[CH:5]=[CH:4][N:3]=[C:2]([NH:17][C@H:15]([C:9]2[CH:14]=[CH:13][CH:12]=[CH:11][CH:10]=2)[CH3:16])[CH:7]=1. Reported procedure: The mixture of 1 g of 2-fluoro-4-iodopyridine (synthesized according to a method disclosed in J. Org. Chem. 1993, 58, 7832-7838), 1.73 mL of (1S)-1-phenylethylamine, and 20 mL of dimethylsulfoxide, was stirred overnight at 80° C. The reaction mixture was cooled back to room temperature, then diluted with ethyl acetate, and washed with water and saturated brine in the subsequent order. The obtained organic layer was dried over anhydrous magnesium sulfate, then the insolubles were filtered, the fi... Reactants: N#CCC(O)C#N, C1CCNCC1, CCO, O=Cc1ccccc1F. Yields the product N#CC(=Cc1ccccc1F)C(O)C#N. RXN SMILES: [C:10]([CH:11]([OH:12])[CH2:13][C:14]#[N:15])#[N:16].[CH2:17]1[CH2:18][CH2:19][NH:20][CH2:21][CH2:22]1.[CH3:23][CH2:24][OH:25].[F:1][c:2]1[c:3]([CH:4]=[O:5])[cH:6][cH:7][cH:8][cH:9]1>>[F:1][c:2]1[c:3]([CH:4]=[C:13]([CH:11]([C:10]#[N:16])[OH:12])[C:14]#[N:15])[cH:6][cH:7][cH:8][cH:9]1. Product: ClC1=NC=C(C=C1\C=C\C1=CC=NC=C1)I (2-chloro-5-iodo-3-[(E)-2-pyridin-4-ylvinyl]pyridine). The yield is 69.9%. As a reaction SMILES: [Cl:1][C:2]1[N:7]=[CH:6][C:5](N)=[CH:4][C:3]=1/[CH:9]=[CH:10]/[C:11]1[CH:16]=[CH:15][N:14]=[CH:13][CH:12]=1.N([O-])=O.[Na+].[Na+].[I-:22].[OH-].[Na+]>OS(O)(=O)=O.O>[Cl:1][C:2]1[C:3](/[CH:9]=[CH:10]/[C:11]2[CH:16]=[CH:15][N:14]=[CH:13][CH:12]=2)=[CH:4][C:5]([I:22])=[CH:6][N:7]=1 |f:1.2,3.4,5.6|. The solvent is O (H2O), OS(=O)(=O)O (H2SO4). Procedure: A solution of Example 21A (1.0 g, 4.3 mmol) in 30% H2SO4 (10 mL) at 0° C. was treated with NaNO2 (386 mg, 5.6 mmol), stirred for 5 hours, treated with a solution of NaI (2.1 g, 14 mmol) in H2O (2 mL), stirred for 2 hours, treated with additional NaI (2.1 g, 14 mmol), stirred for 2 hours, poured into 30% NaOH (aq.) (200 mL) at 0° C. and extracted three times with 10% methanol/ethyl acetate. The combined organic phases were dried (MgSO4), filtered, and concentrated. The residual solid was purified... Conditions: time 5 hour. Starting materials: [Na+].[I-] (NaI), [Na+].[I-] (NaI), [OH-].[Na+] (NaOH), ClC1=C(C=C(C=N1)N)\C=C\C1=CC=NC=C1 (6-chloro-5-[(E)-2-pyridin-4-ylvinyl]pyridin-3-amine), N(=O)[O-].[Na+] (NaNO2). RXN SMILES: [CH3:1][C@@:2]12[C:10](=O)[CH2:9][CH2:8][C@H:7]1[C@@H:6]1[CH2:12][CH2:13][C:14]3[CH:19]=[C:18]([O:20][CH3:21])[CH:17]=[CH:16][C:15]=3[C@H:5]1[CH2:4][CH2:3]2.[CH3:22][N:23]([CH3:28])[CH2:24][CH2:25][CH2:26][NH2:27]>C(O)=O>[CH3:22][N:23]([CH3:28])[CH2:24][CH2:25][CH2:26][NH:27][C@H:10]1[CH2:9][CH2:8][C@H:7]2[C@H:6]3[C@H:5]([CH2:4][CH2:3][C@:2]12[CH3:1])[C:15]1[CH:16]=[CH:17][C:18]([O:20][CH3:21])=[CH:19][C:14]=1[CH2:13][CH2:12]3. Procedure: Formic acid (97-98%, 47.5 ml) is added dropwise to a cooled and stiffed mixture of estrone methyl ether (71.0 g) and 3-dimethylaminopropylamine (158 ml). The resulting mixture is heated in an oil bath (165°-175° C.) for 20 hours. The reaction is quenched in ice water (total volume 700 ml) and the resulting alkaline (pH--9) mixture is extracted twice with CH2Cl2. The combined extracts are washed with dilute aq. NAOH and with brine, dried (Na2SO4), filtered, and concentrated, Hexane (250 ml) is ad... The solvent is C(=O)O (Formic acid). Conditions: time 2 day. Yields the product CN(CCCN[C@@H]1[C@]2(C)[C@@H](CC1)[C@@H]1CCC=3C=C(C=CC3[C@H]1CC2)OC)C (N-[3-(Dimethylamino)propyl]-3-methoxyestra-1,3,5(10)- trien-17β-amine). Reactants: C[C@]12CC[C@H]3[C@H]([C@@H]1CCC2=O)CCC4=C3C=CC(=C4)OC (estrone methyl ether), CN(CCCN)C (3-dimethylaminopropylamine). Reactants: COc1ccc(CN2C(=O)C(NC(=O)COc3ccccc3)C2c2ccccc2C2OCCO2)c(OC)c1, CC#N, O. Yields the product O=C(COc1ccccc1)NC1C(=O)NC1c1ccccc1C1OCCO1. RXN SMILES: [CH3:1][O:2][c:3]1[cH:4][c:5]([O:33][CH3:34])[cH:35][cH:36][c:37]1[CH2:38][N:6]1[CH:7]([c:22]2[c:23]([CH:28]3[O:29][CH2:30][CH2:31][O:32]3)[cH:24][cH:25][cH:26][cH:27]2)[CH:8]([NH:11][C:12]([CH2:13][O:14][c:15]2[cH:16][cH:17][cH:18][cH:19][cH:20]2)=[O:21])[C:9]1=[O:10].[CH3:39][C:40]#[N:41].[OH2:42]>>[NH:6]1[CH:7]([c:22]2[c:23]([CH:28]3[O:29][CH2:30][CH2:31][O:32]3)[cH:24][cH:25][cH:26][cH:27]2)[CH:8]([NH:11][C:12]([CH2:13][O:14][c:15]2[cH:16][cH:17][cH:18][cH:19][cH:20]2)=[O:21])[C:9]1=[O:10].